describe an organic reaction: reactants, conditions, products, and yield From a dataset of the Open Reaction Database (ORD), a public repository of structured organic reaction records. Reactants: C(CCC)[Li] (n-butyl lithium), C(CC)C1=CC=C(C=C1)I (p-n-propyliodobenzene). Run in CCCCCC (hexane), CCCCCC (hexane), CCCCCC (n-hexane). Yields the product C(CC)C1=C(C=CC=C1)[Li] (n-propylphenyl lithium). As a reaction SMILES: [CH2:1]([C:4]1[CH:9]=[CH:8][C:7](I)=[CH:6][CH:5]=1)[CH2:2][CH3:3].C([Li:15])CCC>CCCCCC>[CH2:1]([C:4]1[CH:9]=[CH:8][CH:7]=[CH:6][C:5]=1[Li:15])[CH2:2][CH3:3]. Reported procedure: Air in a dried four-necked flask was replaced with nitrogen, and 10 ml of n-hexane and 2.86 g (0.0116 mol) of p-n-propyliodobenzene were introduced. Then, 10 ml of a hexane solution of n-butyl lithium (0.0116 mol) was gradually added thereto under stirring to obtain a hexane solution of n-propylphenyl lithium. Starting materials: C(C)(=O)O[BH-](OC(C)=O)OC(C)=O.[Na+] (sodium triacetoxyborohydride), C1(=CC=CC=C1)CC=O (phenylacetaldehyde), C(C)(=O)O (acetic acid), C1(=CC=CC2=CC=CC=C12)S(=O)(=O)C1=NNC2=CC=C(C=C12)OC1CCNCC1 (3-(1-naphthylsulfonyl)-5-(piperidin-4-yloxy)-1H-indazole). Solvent: ClCCCl (1,2-dichloroethane), C(Cl)(Cl)Cl (chloroform). Reaction conditions: time 1.5 hour. The product is C1(=CC=CC2=CC=CC=C12)S(=O)(=O)C1=NNC2=CC=C(C=C12)OC1CCN(CC1)CCC1=CC=CC=C1 (3-(1-naphthylsulfonyl)-5-{[1-(2-phenylethyl)piperidin-4-yl]oxy}-1H-indazole). Isolated yield 67.8%. RXN SMILES: [C:1]1([S:11]([C:14]2[C:22]3[C:17](=[CH:18][CH:19]=[C:20]([O:23][CH:24]4[CH2:29][CH2:28][NH:27][CH2:26][CH2:25]4)[CH:21]=3)[NH:16][N:15]=2)(=[O:13])=[O:12])[C:10]2[C:5](=[CH:6][CH:7]=[CH:8][CH:9]=2)[CH:4]=[CH:3][CH:2]=1.[C:30]1([CH2:36][CH:37]=O)[CH:35]=[CH:34][CH:33]=[CH:32][CH:31]=1.C(O)(=O)C.C(O[BH-](OC(=O)C)OC(=O)C)(=O)C.[Na+]>ClCCCl.C(Cl)(Cl)Cl>[C:1]1([S:11]([C:14]2[C:22]3[C:17](=[CH:18][CH:19]=[C:20]([O:23][CH:24]4[CH2:29][CH2:28][N:27]([CH2:37][CH2:36][C:30]5[CH:35]=[CH:34][CH:33]=[CH:32][CH:31]=5)[CH2:26][CH2:25]4)[CH:21]=3)[NH:16][N:15]=2)(=[O:12])=[O:13])[C:10]2[C:5](=[CH:6][CH:7]=[CH:8][CH:9]=2)[CH:4]=[CH:3][CH:2]=1 |f:3.4|. Procedure: A suspension of 3-(1-naphthylsulfonyl)-5-(piperidin-4-yloxy)-1H-indazole (53.9 mg, 0.132 mmol) in 1,2-dichloroethane was treated sequentially with phenylacetaldehyde (0.17 mL, 1.5 mmol) and acetic acid (1.7 mL, 3.0 mmol), stirred at ambient temperature for 1.5 hours, treated with sodium triacetoxyborohydride (66.9 mg, 0.316 mmol), stirred at ambient temperature for 3-19 hours, diluted with chloroform and washed with 1.0 N sodium hydroxide and brine. (Methanol was added to the organic phase to ai...